This data is from the Open Reaction Database (ORD), a public repository of structured organic reaction records. The task is: describe an organic reaction: reactants, conditions, products, and yield Starting materials: O (water), Cl.FC1=CC2=C(C(=NO2)C2CCNCC2)C=C1 (6-fluoro-3-(4-piperidinyl)-1,2-benzisoxazole hydrochloride), C([O-])([O-])=O.[Li+].[Li+] (lithium carbonate), ClCCCCCCO (6-chloro-1-hexanol). Solvent: CN(C)C=O (DMF). Run at temperature 100 celsius. The product is OCCCCCCN1CCC(CC1)C1=NOC2=C1C=CC(=C2)F (3-[1-(1-hydroxyhex-6-yl)-4-piperidinyl]-6-fluoro-1, 2-benzisoxazole). Isolated yield 24.8%. As a reaction SMILES: Cl.[F:2][C:3]1[CH:17]=[CH:16][C:6]2[C:7]([CH:10]3[CH2:15][CH2:14][NH:13][CH2:12][CH2:11]3)=[N:8][O:9][C:5]=2[CH:4]=1.C(=O)([O-])[O-].[Li+].[Li+].Cl[CH2:25][CH2:26][CH2:27][CH2:28][CH2:29][CH2:30][OH:31].O>CN(C=O)C>[OH:31][CH2:30][CH2:29][CH2:28][CH2:27][CH2:26][CH2:25][N:13]1[CH2:12][CH2:11][CH:10]([C:7]2[C:6]3[CH:16]=[CH:17][C:3]([F:2])=[CH:4][C:5]=3[O:9][N:8]=2)[CH2:15][CH2:14]1 |f:0.1,2.3.4|. Reported procedure: A mixture of 6-fluoro-3-(4-piperidinyl)-1,2-benzisoxazole hydrochloride (1g, 3.9 mmol), lithium carbonate (865 mg, 1.7 mmol) and 6-chloro-1-hexanol (534 mg, 3.9 mmol) in 5 ml dry DMF was heated at 100° C. for 48 h. The reaction was poured into water and the aqueous mixture was extracted with ethyl acetate. The ethyl acetate phase was washed with water, brine, dried with sodium sulphate and concentrated in vacuo. The crude product was purified by chromatography on silica gel 60 eluting with ethyl... Reactants: CC(C)=O, ClCc1ccc(Cl)cc1Cl, [I-], [Na+]. The product is Clc1ccc(CI)c(Cl)c1. Reaction SMILES: [CH3:13][C:14](=[O:15])[CH3:16].[Cl:1][c:2]1[c:3]([CH2:9][Cl:10])[cH:4][cH:5][c:6]([Cl:8])[cH:7]1.[I-:11].[Na+:12]>>[Cl:1][c:2]1[c:3]([CH2:9][I:11])[cH:4][cH:5][c:6]([Cl:8])[cH:7]1.